Dataset: the Open Reaction Database (ORD), a public repository of structured organic reaction records. Task: describe an organic reaction: reactants, conditions, products, and yield Reactants: COc1ccccc1 (substrate), CC(C)(C)c3ccc(n2cnc1ccccc12)cc3 (effective_coupling_partner). The reagents and catalysts are CDC. Reaction conditions: temperature 90 celsius, time 16 hour. The product is CC(C)(C)c4ccc(n3c(c1ccccc1)nc2ccccc23)cc4.